Dataset: the Open Reaction Database (ORD), a public repository of structured organic reaction records. Task: describe an organic reaction: reactants, conditions, products, and yield The reactants are C(CC(O)(C(=O)O)CC(=O)O)(=O)O (citric acid), C(C)(C)(C)OC(=O)N[C@H]([C@H](C=C(C(=O)OCC)CCOC1OCCCC1)O)CC(C)C (ethyl (4S,5S)-5-tert-butoxycarbonylamino-4-hydroxy-2-[2-(2-tetrahydropyranyloxy)ethyl]-7-methyl-2-octenoate), ClCCl.C(C)(=O)O (acetic acid dichloromethane), C1(=CC=CC=C1)C.[H-].C(C(C)C)[Al+2].[H-] (isobutyl aluminum hydride toluene). Run in ClCCl (dichloromethane). Run at temperature -78 celsius. Yields the product C(C)(C)(C)OC(=O)N[C@H]([C@H](C=C(CO)CCOC1OCCCC1)O)CC(C)C ((4S,5S)-5-tert-butoxycarbonylamino-1,4-dihydroxy- 2-[2-(2-tetrahydropyranyloxy)ethyl]-7-methyl-2-octene). The yield is 103.6%. RXN SMILES: [C:1]([O:5][C:6]([NH:8][C@@H:9]([CH2:28][CH:29]([CH3:31])[CH3:30])[C@@H:10]([OH:27])[CH:11]=[C:12]([CH2:18][CH2:19][O:20][CH:21]1[CH2:26][CH2:25][CH2:24][CH2:23][O:22]1)[C:13](OCC)=[O:14])=[O:7])([CH3:4])([CH3:3])[CH3:2].C1(C)C=CC=CC=1.[H-].C([Al+2])C(C)C.[H-].ClCCl.C(O)(=O)C.C(O)(=O)CC(CC(O)=O)(C(O)=O)O>ClCCl>[C:1]([O:5][C:6]([NH:8][C@@H:9]([CH2:28][CH:29]([CH3:31])[CH3:30])[C@@H:10]([OH:27])[CH:11]=[C:12]([CH2:18][CH2:19][O:20][CH:21]1[CH2:26][CH2:25][CH2:24][CH2:23][O:22]1)[CH2:13][OH:14])=[O:7])([CH3:4])([CH3:3])[CH3:2] |f:1.2.3.4,5.6|. Procedure: 16 mg of ethyl (4S,5S)-5-tert-butoxycarbonylamino-4-hydroxy-2-[2-(2-tetrahydropyranyloxy)ethyl]-7-methyl-2-octenoate was dissolved in 0.5 ml of dichloromethane, and 13 μl of boron trifluoride ethyl ether complex was added thereto as -78° C. under stirring. The mixture was stirred for 30 minutes at the same temperature. Then, 75 μl of a 1.5M isobutyl aluminum hydride toluene solution was added to the mixture and further stirred for 45 minutes. 60 μl of a 5M acetic acid dichloromethane solution wa...